From a dataset of the Open Reaction Database (ORD), a public repository of structured organic reaction records. describe an organic reaction: reactants, conditions, products, and yield Reactants: FC=1C=C(C=CC1F)C1=C(C=NO1)CCC(=O)OC (methyl 3-[5-(3,4-difluorophenyl)-4-isoxazolyl]propionate), [H-].C(C(C)C)[Al+]CC(C)C (diisobutylaluminum hydride), Cl (hydrochloric acid). The solvent is O1CCCC1 (tetrahydrofuran). Conditions: time 1 hour. Product: FC=1C=C(C=CC1F)C1=C(C=NO1)CCCO (3-[5-(3,4-difluorophenyl)-4-isoxazolyl]propan-1-ol). Isolated yield 95.5%. Reaction SMILES: [F:1][C:2]1[CH:3]=[C:4]([C:9]2[O:13][N:12]=[CH:11][C:10]=2[CH2:14][CH2:15][C:16](OC)=[O:17])[CH:5]=[CH:6][C:7]=1[F:8].[H-].C([Al+]CC(C)C)C(C)C.Cl>O1CCCC1>[F:1][C:2]1[CH:3]=[C:4]([C:9]2[O:13][N:12]=[CH:11][C:10]=2[CH2:14][CH2:15][CH2:16][OH:17])[CH:5]=[CH:6][C:7]=1[F:8] |f:1.2|. Procedure details: To a solution of methyl 3-[5-(3,4-difluorophenyl)-4-isoxazolyl]propionate (2.20 g) in tetrahydrofuran (30 ml) was gently added diisobutylaluminum hydride (1.0 M hexane solution, 20 ml) at 0° C., and the mixture was stirred at room temperature for 1 hr. The reaction mixture was poured into dilute hydrochloric acid, and the mixture was extracted with ethyl acetate. The ethyl acetate layer was washed with saturated brine, dried (MgSO4) and concentrated. The residue was subjected to silica gel colum...